This data is from the Open Reaction Database (ORD), a public repository of structured organic reaction records. The task is: describe an organic reaction: reactants, conditions, products, and yield Reactants: CC(=O)O[BH-](OC(C)=O)OC(C)=O, O=C([O-])O, ClCCl, COc1ccc2ncccc2c1CC=O, CC(=O)O, [Na+], [Na+], C1CC2(CCN1)OCCO2. Yields the product COc1ccc2ncccc2c1CCN1CCC2(CC1)OCCO2. As a reaction SMILES: [C:26]([O:27][BH-:28]([O:29][C:30](=[O:31])[CH3:32])[O:33][C:34](=[O:35])[CH3:36])(=[O:37])[CH3:38].[C:40](=[O:41])([OH:42])[O-:43].[CH2:45]([Cl:46])[Cl:47].[CH3:1][O:2][c:3]1[c:4]([CH2:13][CH:14]=[O:15])[c:5]2[cH:6][cH:7][cH:8][n:9][c:10]2[cH:11][cH:12]1.[CH3:48][C:49](=[O:50])[OH:51].[Na+:39].[Na+:44].[O:16]1[CH2:17][CH2:18][O:19][C:20]12[CH2:21][CH2:22][NH:23][CH2:24][CH2:25]2>>[CH3:1][O:2][c:3]1[c:4]([CH2:13][CH2:14][N:23]2[CH2:22][CH2:21][C:20]3([O:16][CH2:17][CH2:18][O:19]3)[CH2:25][CH2:24]2)[c:5]2[cH:6][cH:7][cH:8][n:9][c:10]2[cH:11][cH:12]1. Reactants: C(C)(C)(C)OC(=O)N1C2CC(CC1CC2)=O (3-oxo-8-aza-bicyclo[3.2.1]octane-8-carboxylic acid tert-butyl ester), COC(CC#N)=O (cyano-acetic acid methyl ester), N1CCCCC1 (piperidine), NCCC(=O)O (β-alanine). Solvent: CN(C)C=O (DMF). Product: C(C)(C)(C)OC(=O)N1C2CC(CC1CC2)=C(C(=O)OC)C#N (3-(cyano-methoxycarbonyl-methylene)-8-aza-bicyclo[3.2.1]octane-8-carboxylic acid tert-butyl ester). Reaction SMILES: [C:1]([O:5][C:6]([N:8]1[CH:13]2[CH2:14][CH2:15][CH:9]1[CH2:10][C:11](=O)[CH2:12]2)=[O:7])([CH3:4])([CH3:3])[CH3:2].[CH3:17][O:18][C:19](=[O:23])[CH2:20][C:21]#[N:22].N1CCCCC1.NCCC(O)=O>CN(C=O)C>[C:1]([O:5][C:6]([N:8]1[CH:13]2[CH2:14][CH2:15][CH:9]1[CH2:10][C:11](=[C:20]([C:21]#[N:22])[C:19]([O:18][CH3:17])=[O:23])[CH2:12]2)=[O:7])([CH3:4])([CH3:3])[CH3:2]. Procedure: A solution of 2 g of 3-oxo-8-aza-bicyclo[3.2.1]octane-8-carboxylic acid tert-butyl ester, 1.2 ml of cyano-acetic acid methyl ester, 130 μl of piperidine and 38 mg of β-alanine in 4 ml of DMF is stirred at 70° C. for 48 hours, the mixture obtained is diluted with EtAc, washed with H2O and brine, the organic layer obtained is dried, solvent is removed in vacuo and the residue obtained is subjected to chromatography on silica gel. 3-(cyano-methoxycarbonyl-methylene)-8-aza-bicyclo[3.2.1]octane-8-car... Starting materials: C[Si](C)(C)C#CC1=CC=2C3=C(NC2C=N1)N=CC(=C3)C3=CC=C(C=C3)CN3CCCCC3 (6-((trimethylsilyl)ethynyl)-3-(4-piperidin-1-ylmethylphenyl)-9H-dipyrido[2,3-b;4′,3′-d]pyrrole), C([O-])([O-])=O.[K+].[K+] (potassium carbonate). Solvent: CO (methanol), C(Cl)Cl (DCM), CO (methanol). Reaction conditions: time 1 hour. Yields the product C(#C)C1=CC=2C3=C(NC2C=N1)N=CC(=C3)C3=CC=C(C=C3)CN3CCCCC3 (6-Ethynyl-3-(4-piperidin-1-ylmethylphenyl)-9H-dipyrido[2,3-b;4′,3′-d]pyrrole). As a reaction SMILES: C[Si]([C:5]#[C:6][C:7]1[N:15]=[CH:14][C:13]2[NH:12][C:11]3[N:16]=[CH:17][C:18]([C:20]4[CH:25]=[CH:24][C:23]([CH2:26][N:27]5[CH2:32][CH2:31][CH2:30][CH2:29][CH2:28]5)=[CH:22][CH:21]=4)=[CH:19][C:10]=3[C:9]=2[CH:8]=1)(C)C.C(=O)([O-])[O-].[K+].[K+]>CO.C(Cl)Cl>[C:6]([C:7]1[N:15]=[CH:14][C:13]2[NH:12][C:11]3[N:16]=[CH:17][C:18]([C:20]4[CH:21]=[CH:22][C:23]([CH2:26][N:27]5[CH2:32][CH2:31][CH2:30][CH2:29][CH2:28]5)=[CH:24][CH:25]=4)=[CH:19][C:10]=3[C:9]=2[CH:8]=1)#[CH:5] |f:1.2.3|. Reported procedure: A mixture of 6-((trimethylsilyl)ethynyl)-3-(4-piperidin-1-ylmethylphenyl)-9H-dipyrido[2,3-b;4′,3′-d]pyrrole (120 mg, 0.3 mmol) and potassium carbonate (170 mg, 1.2 mmol) in methanol (2 mL) was stirred at ambient temperature for 1 h. The reaction mixture was diluted with DCM (20 mL) and methanol (2 mL) and washed with water (15 mL). The organic phase was separated, dried over sodium sulfate, filtered and evaporated in vacuo to afford a brown residue that was taken to the next step without purific... Reactants: COc1ccc(CBr)cc1, O=C([O-])[O-], CC(C)=O, [K+], [K+], Oc1ccc(C2CCC(O)CC2)cc1. The product is COc1ccc(COc2ccc(C3CCC(O)CC3)cc2)cc1. As a reaction SMILES: [Br:15][CH2:16][c:17]1[cH:18][cH:19][c:20]([O:23][CH3:24])[cH:21][cH:22]1.[C:25](=[O:26])([O-:27])[O-:28].[CH3:31][C:32](=[O:33])[CH3:34].[K+:29].[K+:30].[OH:1][CH:2]1[CH2:3][CH2:4][CH:5]([c:8]2[cH:9][cH:10][c:11]([OH:14])[cH:12][cH:13]2)[CH2:6][CH2:7]1>>[OH:1][CH:2]1[CH2:3][CH2:4][CH:5]([c:8]2[cH:9][cH:10][c:11]([O:14][CH2:16][c:17]3[cH:18][cH:19][c:20]([O:23][CH3:24])[cH:21][cH:22]3)[cH:12][cH:13]2)[CH2:6][CH2:7]1.